This data is from the Open Reaction Database (ORD), a public repository of structured organic reaction records. The task is: describe an organic reaction: reactants, conditions, products, and yield Reactants: C(C)(=O)[O-].[K+] (potassium acetate), [N-]=[N+]=[N-].[Na+] (Sodium azide), C(C)N(C1=CC=C2C=C(C(OC2=C1)=O)N)CC (7-Diethylamino-3-amino coumarin), N(=O)[O-].[Na+] (NaNO2). Run in O (water), Cl (HCl). Conditions: temperature 2.5 celsius, time 1 hour. Product: N(=[N+]=[N-])C=1C(OC2=CC(=CC=C2C1)N(CC)CC)=O (3-Azido-7-diethylaminochromen-2-one). Reaction SMILES: [CH2:1]([N:3]([CH2:16][CH3:17])[C:4]1[CH:13]=[C:12]2[C:7]([CH:8]=[C:9]([NH2:15])[C:10](=[O:14])[O:11]2)=[CH:6][CH:5]=1)[CH3:2].N([O-])=O.[Na+].C([O-])(=O)C.[K+].[N-:27]=[N+:28]=[N-].[Na+]>Cl.O>[N:15]([C:9]1[C:10](=[O:14])[O:11][C:12]2[C:7]([CH:8]=1)=[CH:6][CH:5]=[C:4]([N:3]([CH2:1][CH3:2])[CH2:16][CH3:17])[CH:13]=2)=[N+:27]=[N-:28] |f:1.2,3.4,5.6|. Procedure: 7-Diethylamino-3-amino coumarin (100 mg, 0.43 mmol) was dissolved slowly in HCl aq. (17.2%, 4 mL) at room temperature. Upon cooling to 0-5° C. and addition of a solution of NaNO2 (30 mg, 0.43 mmol), the reaction mixture was stirred for 1 hour at 0-5° C. This was followed by the addition of potassium acetate (2 g) in water (5 mL) to adjust the pH of the resulting solution to 4. Sodium azide (57 mg, 0.88 mmol) was added in portions at 0-5° C., the mixture stirred at 0-5° C. for another five hours.... Reactants: ethyl oxalyl monochloride, C(CCC)(=O)NC(C(=O)O)C (2-butyramido propionic acid), O1CCCC1 (tetrahydrofuran), N1=CC=CC=C1 (pyridine), C(=O)(O)[O-].[Na+] (NaHCO3). Reagents/catalysts: CN(C)C=1C=CN=CC1 (DMAP). Solvent: CO (methanol). Conditions: temperature 50 celsius. The product is C(CCC)(=O)NC(C(C(=O)OCC)=O)C (ethyl 3-butyramido-2-oxo-butyrate). Reaction SMILES: [C:1]([NH:6][CH:7]([CH3:11])[C:8]([OH:10])=O)(=[O:5])[CH2:2][CH2:3][CH3:4].[O:12]1[CH2:16][CH2:15]C[CH2:13]1.N1C=CC=CC=1.C([O-])(O)=[O:24].[Na+]>CN(C1C=CN=CC=1)C.CO>[C:1]([NH:6][CH:7]([CH3:11])[C:8](=[O:10])[C:13]([O:12][CH2:16][CH3:15])=[O:24])(=[O:5])[CH2:2][CH2:3][CH3:4] |f:3.4|. Procedure details: The compound of formula VI (3.18 g, 0.02 mol) was dissolved into dried tetrahydrofuran (20 mL), followed by addition of DMAP (0.08 g, 0.6 mmol) and pyridine (5 mL) therein. The mixture was heated for 30 minutes at 50° C., and then cooled. Under ice bath, ethyl oxalyl monochloride (5.46 g, 0.04 mol) was slowly dropped therein. After the dropping, the mixture was heated for 4 hours at 70° C. The solid was filtered off and the solvent was evaporated off under reduced pressure. Water (40 mL) was add... Reactants: ClC1=NC=C(C=C1C)[N+](=O)[O-] (2-Chloro-3-methyl-5-nitropyridine), NCCCN (1,3-diaminopropane), N1=CC=CC=C1 (pyridine). The solvent is CO (methanol). Yields the product NCCCNC1=NC=C(C=C1C)[N+](=O)[O-] (2-(3-aminopropylamino)-3-methyl-5-nitropyridine). As a reaction SMILES: Cl[C:2]1[C:7]([CH3:8])=[CH:6][C:5]([N+:9]([O-:11])=[O:10])=[CH:4][N:3]=1.[NH2:12][CH2:13][CH2:14][CH2:15][NH2:16].N1C=CC=CC=1>CO>[NH2:12][CH2:13][CH2:14][CH2:15][NH:16][C:2]1[C:7]([CH3:8])=[CH:6][C:5]([N+:9]([O-:11])=[O:10])=[CH:4][N:3]=1. Procedure details: 2-Chloro-3-methyl-5-nitropyridine (15.5 g), 1,3-diaminopropane (30 ml) and pyridine (10 ml) were stirred together and, after the initial exotherm had subsided, the mixture was heated under reflux for 1.5 hr. On cooling the mixture was treated with methanol and the bulk of crystalline bi-product filtered off. The solution was stripped, the residue taken up in water and the pH adjusted to 6.5 with hydrochloric acid. After filtering through `Hyflo` the solution was extracted with chloroform. The pH... Reactants: Br, COc1ccc2c(c1)CC1CNCC2C1, Cl, [NH4+], [OH-]. Product: Cl, Oc1ccc2c(c1)CC1CNCC2C1. As a reaction SMILES: [BrH:19].[CH3:2][O:3][c:4]1[cH:5][cH:6][c:7]2[c:14]([cH:15]1)[CH2:13][CH:12]1[CH2:11][NH:10][CH2:9][CH:8]2[CH2:16]1.[ClH:1].[NH4+:18].[OH-:17]>>[ClH:1].[OH:3][c:4]1[cH:5][cH:6][c:7]2[c:14]([cH:15]1)[CH2:13][CH:12]1[CH2:11][NH:10][CH2:9][CH:8]2[CH2:16]1. Run at time 1 hour. Procedure: Chilled trifluoroacetic acid (2.0 g) was added to (R)-9-[2-(N-Boc-L-valyloxymethyl)-4-(stearoyloxy)butyl]guanine (180 mg; 0.25 mmol) and the solution kept at room temperature for 1 h, evaporated to a small volume, and lyophilized repeatedly with dioxane until a white amorphous powder was obtained. The yield of title compound, obtained as the trifluoracetate salt, was quantitative. Starting materials: FC(C(=O)O)(F)F (trifluoroacetic acid), C(=O)(OC(C)(C)C)N[C@@H](C(C)C)C(=O)OC[C@@H](CN1C=2N=C(NC(C2N=C1)=O)N)CCOC(CCCCCCCCCCCCCCCCC)=O ((R)-9-[2-(N-Boc-L-valyloxymethyl)-4-(stearoyloxy)butyl]guanine). As a reaction SMILES: [F:1][C:2]([F:7])([F:6])[C:3]([OH:5])=[O:4].C(N[C@H](C([O:22][CH2:23][C@H:24]([CH2:37][CH2:38][O:39][C:40](=[O:58])[CH2:41][CH2:42][CH2:43][CH2:44][CH2:45][CH2:46][CH2:47][CH2:48][CH2:49][CH2:50][CH2:51][CH2:52][CH2:53][CH2:54][CH2:55][CH2:56][CH3:57])[CH2:25][N:26]1[CH:34]=[N:33][C:32]2[C:31](=[O:35])[NH:30][C:29]([NH2:36])=[N:28][C:27]1=2)=O)C(C)C)(OC(C)(C)C)=O>>[OH:22][CH2:23][C@H:24]([CH2:37][CH2:38][O:39][C:40](=[O:58])[CH2:41][CH2:42][CH2:43][CH2:44][CH2:45][CH2:46][CH2:47][CH2:48][CH2:49][CH2:50][CH2:51][CH2:52][CH2:53][CH2:54][CH2:55][CH2:56][CH3:57])[CH2:25][N:26]1[CH:34]=[N:33][C:32]2[C:31](=[O:35])[NH:30][C:29]([NH2:36])=[N:28][C:27]1=2.[F:1][C:2]([F:7])([F:6])[C:3]([O-:5])=[O:4]. The product is OC[C@@H](CN1C=2N=C(NC(C2N=C1)=O)N)CCOC(CCCCCCCCCCCCCCCCC)=O ((R)-9-[2-Hydroxymethyl-4-(stearoyloxy)butyl]guanine), FC(C(=O)[O-])(F)F (trifluoracetate). Starting materials: Cc1[nH]c2c(Cl)nccc2c1C, [H-], CC(C)CI, [Na+], C1CCOC1, O. Product: Cc1c(C)n(CC(C)C)c2c(Cl)nccc12. Reaction SMILES: [Cl:3][c:4]1[n:5][cH:6][cH:7][c:8]2[c:9]1[nH:10][c:11]([CH3:14])[c:12]2[CH3:13].[H-:1].[I:15][CH2:16][CH:17]([CH3:18])[CH3:19].[Na+:2].[O:21]1[CH2:22][CH2:23][CH2:24][CH2:25]1.[OH2:20]>>[Cl:3][c:4]1[n:5][cH:6][cH:7][c:8]2[c:9]1[n:10]([CH2:16][CH:17]([CH3:18])[CH3:19])[c:11]([CH3:14])[c:12]2[CH3:13].